From a dataset of the Open Reaction Database (ORD), a public repository of structured organic reaction records. describe an organic reaction: reactants, conditions, products, and yield Product: CCn1cc(C(=O)O)c(=O)c2cc(F)c(C#CCO)c(F)c21. Reactants: CCOC(=O)c1cn(CC)c2c(F)c(C#CCO)c(F)cc2c1=O, Cl, C1CCOC1. As a reaction SMILES: [CH2:2]([CH3:3])[n:4]1[cH:5][c:6]([C:21](=[O:22])[O:23][CH2:24][CH3:25])[c:7](=[O:20])[c:8]2[cH:9][c:10]([F:19])[c:11]([C:15]#[C:16][CH2:17][OH:18])[c:12]([F:14])[c:13]12.[ClH:1].[O:26]1[CH2:27][CH2:28][CH2:29][CH2:30]1>>[CH2:2]([CH3:3])[n:4]1[cH:5][c:6]([C:21](=[O:22])[OH:23])[c:7](=[O:20])[c:8]2[cH:9][c:10]([F:19])[c:11]([C:15]#[C:16][CH2:17][OH:18])[c:12]([F:14])[c:13]12. The reactants are C(C)OC(=O)C1=CNC2=CC(=C(C=C2C1=O)F)Cl (7-chloro-6-fluoro-1,4-dihydro-4-oxoquinoline-3-carboxylic acid ethyl ester), C([O-])([O-])=O.[K+].[K+] (potassium carbonate), FCCI (2-fluoroethyl iodide). Solvent: CN(C)C=O (DMF). Run at time 9.5 hour. The product is ClC1=C(C=C2C(C(=CN(C2=C1)CCF)C(=O)O)=O)F (7-chloro-6-fluoro-1-(2-fluoroethyl)-1,4-dihydro-4-oxoquinoline-3-carboxylic acid). The yield is 69.4%. Reaction SMILES: C([O:3][C:4]([C:6]1[C:15](=[O:16])[C:14]2[C:9](=[CH:10][C:11]([Cl:18])=[C:12]([F:17])[CH:13]=2)[NH:8][CH:7]=1)=[O:5])C.C(=O)([O-])[O-].[K+].[K+].[F:25][CH2:26][CH2:27]I>CN(C=O)C>[Cl:18][C:11]1[CH:10]=[C:9]2[C:14]([C:15](=[O:16])[C:6]([C:4]([OH:3])=[O:5])=[CH:7][N:8]2[CH2:27][CH2:26][F:25])=[CH:13][C:12]=1[F:17] |f:1.2.3|. Procedure: To a stirred mixture of the above ester (1.35 g), potassium carbonate (1.73 g) and DMF (20 ml), 4.35 g of 2-fluoroethyl iodide was added and the mixture was stirred at 80° -90° C. for 9.5 hours. After the solvent evaporated off, the residue was extracted with dichromomethane, the dichloromethane layer was washed with water, and dried. The solvent was evaporated. The residue was added to 18% hydrochloric acid (20 ml) and refluxed for 3 hours. After the mixture cooled, the solid was filtered, wash... Reactants: ClC1=CC=C(C=C1)C(CCN1CCC(CC1)C=1C=C(C=CC1)NC(C(C)C)=O)O (N-(3-{1-[3-(4-chlorophenyl)-3-hydroxypropyl]-4-piperidinyl}phenyl)-2-methylpropanamide), C(C)(=O)C=1C=C(C=CC1)O (3-acetylphenol). Yields the product C(C)(=O)C=1C=C(OC(CCN2CCC(CC2)C=2C=C(C=CC2)NC(C(C)C)=O)C2=CC=C(C=C2)Cl)C=CC1 (N-(3-{1-[3-(3-ACETYLPHENOXY)-3-(4-CHLOROPHENYL)PROPYL]-4-PIPERIDINYL}PHENYL)-2-METHYLPROPANAMIDE). Reaction SMILES: [Cl:1][C:2]1[CH:7]=[CH:6][C:5]([CH:8]([OH:29])[CH2:9][CH2:10][N:11]2[CH2:16][CH2:15][CH:14]([C:17]3[CH:18]=[C:19]([NH:23][C:24](=[O:28])[CH:25]([CH3:27])[CH3:26])[CH:20]=[CH:21][CH:22]=3)[CH2:13][CH2:12]2)=[CH:4][CH:3]=1.[C:30]([C:33]1[CH:34]=[C:35](O)[CH:36]=[CH:37][CH:38]=1)(=[O:32])[CH3:31]>>[C:30]([C:33]1[CH:38]=[C:37]([CH:36]=[CH:35][CH:34]=1)[O:29][CH:8]([C:5]1[CH:4]=[CH:3][C:2]([Cl:1])=[CH:7][CH:6]=1)[CH2:9][CH2:10][N:11]1[CH2:16][CH2:15][CH:14]([C:17]2[CH:18]=[C:19]([NH:23][C:24](=[O:28])[CH:25]([CH3:26])[CH3:27])[CH:20]=[CH:21][CH:22]=2)[CH2:13][CH2:12]1)(=[O:32])[CH3:31]. Procedure details: Prepared by Procedure A and Scheme AN using N-(3-{1-[3-(4-chlorophenyl)-3-hydroxypropyl]-4-piperidinyl}phenyl)-2-methylpropanamide and 3-acetylphenol: SMS m/e: 533.1 (M+H)+. The reactants are C1(CC1)B(O)O (cyclopropylboronic acid), [O-]P(=O)([O-])[O-].[K+].[K+].[K+] (potassium phosphate tribasic), F[B-](F)(F)F.C1(CCCCC1)P(C1CCCCC1)C1CCCCC1 (tricyclohexyl- phosphine tetrafluoroborate), O1CCOC12CCC(CC2)COC2=CC(=C(C(=O)OC(C)(C)C)C=C2Cl)F (tert-butyl 4-(1,4-dioxaspiro[4.5]decan-8-ylmethoxy)-5-chloro-2-fluorobenzoate). The reagents and catalysts are C(C)(=O)[O-].[Pd+2].C(C)(=O)[O-] (palladium acetate). Run in O (water), C1(=CC=CC=C1)C (toluene), C(C)(=O)OCC (ethyl acetate). Reaction conditions: temperature 150 celsius. Yields the product O1CCOC12CCC(CC2)COC2=CC(=C(C(=O)OC(C)(C)C)C=C2C2CC2)F (tert-butyl 4-(1,4-dioxaspiro[4.5]decan-8-ylmethoxy)-5-cyclopropyl-2-fluorobenzoate). Yield: 259.1%. As a reaction SMILES: [O:1]1[C:5]2([CH2:10][CH2:9][CH:8]([CH2:11][O:12][C:13]3[C:25](Cl)=[CH:24][C:16]([C:17]([O:19][C:20]([CH3:23])([CH3:22])[CH3:21])=[O:18])=[C:15]([F:27])[CH:14]=3)[CH2:7][CH2:6]2)[O:4][CH2:3][CH2:2]1.[CH:28]1(B(O)O)[CH2:30][CH2:29]1.[O-]P([O-])([O-])=O.[K+].[K+].[K+].F[B-](F)(F)F.C1(P(C2CCCCC2)C2CCCCC2)CCCCC1>C1(C)C=CC=CC=1.C(OCC)(=O)C.C([O-])(=O)C.[Pd+2].C([O-])(=O)C.O>[O:1]1[C:5]2([CH2:10][CH2:9][CH:8]([CH2:11][O:12][C:13]3[C:25]([CH:28]4[CH2:30][CH2:29]4)=[CH:24][C:16]([C:17]([O:19][C:20]([CH3:23])([CH3:22])[CH3:21])=[O:18])=[C:15]([F:27])[CH:14]=3)[CH2:7][CH2:6]2)[O:4][CH2:3][CH2:2]1 |f:2.3.4.5,6.7,10.11.12|. Reported procedure: To a mixture of tert-butyl 4-(1,4-dioxaspiro[4.5]decan-8-ylmethoxy)-5-chloro-2-fluorobenzoate (1.20 g, 3.00 mmol) in toluene (18 mL) was added cyclopropylboronic acid (1.55 g, 18.00 mmol), potassium phosphate tribasic (1.91 g, 9.00 mmol), tricyclohexyl- phosphine tetrafluoroborate (0.884 g, 2.40 mmol), palladium acetate (0.269 g, 1.20 mmol) and water (2 mL). The reaction mixture was thoroughly degassed by passing argon through it and then heated in a microwave at 150° C. for 30 minutes. The reac... Reactants: C1(=CC=CC=C1)C(C(F)(F)F)NC(=S)N (N-(α-phenyltrifluoroethyl) thio Urea), CI (methyl iodide). Solvent: CC(=O)C (acetone), CC(=O)C (acetone). Yields the product C1(=CC=CC=C1)C(C(F)(F)F)NC(SC)=N (N-(α-phenyltrifluoroethyl) S-methyl isothio Urea). RXN SMILES: [C:1]1([CH:7]([NH:12][C:13]([NH2:15])=[S:14])[C:8]([F:11])([F:10])[F:9])[CH:6]=[CH:5][CH:4]=[CH:3][CH:2]=1.[CH3:16]I>CC(C)=O>[C:1]1([CH:7]([NH:12][C:13](=[NH:15])[S:14][CH3:16])[C:8]([F:11])([F:10])[F:9])[CH:6]=[CH:5][CH:4]=[CH:3][CH:2]=1. Procedure details: 14.5 g N-(α-phenyltrifluoroethyl) thio Urea are dissolved in 270 ml acetone and this solution is heated to reflux. A solution of 17.6 g methyl iodide in 7.75 ml acetone is added thereto while keeping the heating at reflux during the addition and for a further period of three hours. The solvent is thereafter evaporated off and 25 of an oily product is obtained. The crystallisation thereof is initiated by scraping in the presence of benzene. The crystals melt at 138°-144°. A further crystallisatio... Starting materials: COc1ccc(CC(N)C(O)C(=O)N2CSC(C)(C)C2C(=O)NC(C)(C)C)cc1, Cc1cccc(C)c1OCC(=O)O, CCOC(C)=O, CN(C)C=O, On1nnc2ccccc21. Product: COc1ccc(CC(NC(=O)COc2c(C)cccc2C)C(O)C(=O)N2CSC(C)(C)C2C(=O)NC(C)(C)C)cc1. Reaction SMILES: [C:1]([CH3:2])([CH3:3])([CH3:4])[NH:5][C:6](=[O:7])[CH:8]1[N:9]([C:15]([CH:16]([CH:17]([CH2:18][c:19]2[cH:20][cH:21][c:22]([O:25][CH3:26])[cH:23][cH:24]2)[NH2:27])[OH:28])=[O:29])[CH2:10][S:11][C:12]1([CH3:13])[CH3:14].[CH3:30][c:31]1[c:32]([O:33][CH2:34][C:35](=[O:36])[OH:37])[c:38]([CH3:42])[cH:39][cH:40][cH:41]1.[CH3:58][CH2:59][O:60][C:61](=[O:62])[CH3:63].[O:53]=[CH:54][N:55]([CH3:56])[CH3:57].[OH:43][n:44]1[c:45]2[c:46]([cH:47][cH:48][cH:49][cH:50]2)[n:51][n:52]1>>[C:1]([CH3:2])([CH3:3])([CH3:4])[NH:5][C:6](=[O:7])[CH:8]1[N:9]([C:15]([CH:16]([CH:17]([CH2:18][c:19]2[cH:20][cH:21][c:22]([O:25][CH3:26])[cH:23][cH:24]2)[NH:27][C:35]([CH2:34][O:33][c:32]2[c:31]([CH3:30])[cH:41][cH:40][cH:39][c:38]2[CH3:42])=[O:36])[OH:28])=[O:29])[CH2:10][S:11][C:12]1([CH3:13])[CH3:14]. Reactants: COC=1C=C2C(=NC(=NC2=CC1OC)C1=CC=C(C=C1)F)C(=O)O (6,7-dimethoxy-2-(4-fluorophenyl)quinazoline-4-carboxylic acid), Cl.COC1=C2CCNCC2=CC(=C1)OC (5,7-dimethoxy-1,2,3,4-tetrahydroisoquinoline hydrochloride). The product is COC=1C=C2C(=NC(=NC2=CC1OC)C1=CC=C(C=C1)F)C(=O)N1CC2=CC(=CC(=C2CC1)OC)OC (2-[[6,7-dimethoxy-2-(4-fluorophenyl)quinazolin-4-yl]carbonyl]-5,7-dimethoxy-1,2,3,4-tetrahydroisoquinoline). Isolated yield 49.2%. RXN SMILES: [CH3:1][O:2][C:3]1[CH:4]=[C:5]2[C:10](=[CH:11][C:12]=1[O:13][CH3:14])[N:9]=[C:8]([C:15]1[CH:20]=[CH:19][C:18]([F:21])=[CH:17][CH:16]=1)[N:7]=[C:6]2[C:22](O)=[O:23].Cl.[CH3:26][O:27][C:28]1[CH:37]=[C:36]([O:38][CH3:39])[CH:35]=[C:34]2[C:29]=1[CH2:30][CH2:31][NH:32][CH2:33]2>>[CH3:1][O:2][C:3]1[CH:4]=[C:5]2[C:10](=[CH:11][C:12]=1[O:13][CH3:14])[N:9]=[C:8]([C:15]1[CH:16]=[CH:17][C:18]([F:21])=[CH:19][CH:20]=1)[N:7]=[C:6]2[C:22]([N:32]1[CH2:31][CH2:30][C:29]2[C:34](=[CH:35][C:36]([O:38][CH3:39])=[CH:37][C:28]=2[O:27][CH3:26])[CH2:33]1)=[O:23] |f:1.2|. Procedure: Reaction of 6,7-dimethoxy-2-(4-fluorophenyl)quinazoline-4-carboxylic acid with 5,7-dimethoxy-1,2,3,4-tetrahydroisoquinoline hydrochloride gave compound 112 (49.2% yield). 1H NMR (300 MHz, DMSO-d6) δ 2.76 and 3.02 (2t, 2H), 3.45-4.08 (m, 14H), 4.24 and 4.78 (2s, 2H), 6.34-6.52 (m, 2H), 6.96 and 7.14 (2s, 1H), 7.36-7.41 (m, 1H), 7.52-7.65 (m, 2H), 8.11-8.21 (m, 1H), 8.28-8.35 (m, 1H); MS (ESI) m/z 504 ([M+H]+). The reactants are CC(c1ccc(Br)cc1)N1CCC(CCCO)(c2ccc(F)cc2)OC1=O, Cc1cccc(B(O)O)n1. Yields the product Cc1cccc(-c2ccc(C(C)N3CCC(CCCO)(c4ccc(F)cc4)OC3=O)cc2)n1. RXN SMILES: [Br:1][c:2]1[cH:3][cH:4][c:5]([CH:8]([CH3:9])[N:10]2[C:11](=[O:27])[O:12][C:13]([CH2:16][CH2:17][CH2:18][OH:19])([c:20]3[cH:21][cH:22][c:23]([F:26])[cH:24][cH:25]3)[CH2:14][CH2:15]2)[cH:6][cH:7]1.[CH3:28][c:29]1[cH:30][cH:31][cH:32][c:33]([B:35]([OH:36])[OH:37])[n:34]1>>[c:2]1(-[c:33]2[cH:32][cH:31][cH:30][c:29]([CH3:28])[n:34]2)[cH:3][cH:4][c:5]([CH:8]([CH3:9])[N:10]2[C:11](=[O:27])[O:12][C:13]([CH2:16][CH2:17][CH2:18][OH:19])([c:20]3[cH:21][cH:22][c:23]([F:26])[cH:24][cH:25]3)[CH2:14][CH2:15]2)[cH:6][cH:7]1. The reactants are crude product, [OH-].[K+] (KOH), Example 5 ( 2 ), 3,4-bromomethylenedioxybenzene, C(C)(=O)NC1=CC=CC=C1 (acetanilide), C([O-])([O-])=O.[K+].[K+] (potassium carbonate). The reagents and catalysts are S(=O)(=O)([O-])[O-].[Cu+2] (copper sulfate). The solvent is CO (methanol). Yields the product C1OC=2C=C(C=CC2O1)NC1=CC=CC=C1 (N-3,4-methylenedioxyphenyl-N-phenylamine). The yield is 167.1%. Reaction SMILES: [C:1]([NH:4][C:5]1[CH:10]=[CH:9][CH:8]=[CH:7][CH:6]=1)(=O)[CH3:2].[C:11](=[O:14])([O-])[O-:12].[K+].[K+].[OH-].[K+]>S([O-])([O-])(=O)=O.[Cu+2].CO>[CH2:11]1[O:14][C:6]2[CH:5]=[CH:10][C:1]([NH:4][C:5]3[CH:10]=[CH:9][CH:8]=[CH:7][CH:6]=3)=[CH:2][C:7]=2[O:12]1 |f:1.2.3,4.5,6.7|. Reported procedure: A mixture of 90 g (0.448 mol) of 3,4-bromomethylenedioxybenzene, 50 g (0.37 mol) of acetanilide, 12 g (0.075 mol) of copper sulfate, and 80 g (0.579 mol) of potassium carbonate was reacted in the same manner as in Example 5 (2) to obtain a crude reaction product. A mixture of this crude product, 121.4 g (1.84 mol) of 85% KOH, and 200 ml of methanol was refluxed overnight and then concentrated. Water was added thereto. The resultant mixture was extracted with toluene twice. The toluene phase was ...